Dataset: the Open Reaction Database (ORD), a public repository of structured organic reaction records. Task: describe an organic reaction: reactants, conditions, products, and yield Starting materials: CC1=CC=C(C=C1)C1=C(C=NO1)C(=O)Cl (5-(4-methylphenyl)isoxazole-4-carbonyl chloride), C1(=CC=CC=C1)C1(CCNCC1)C#N (4-phenylpiperidine-4-carbonitrile). The solvent is ClCCl (dichloromethane). Run at time 1 hour. Yields the product CC1=CC=C(C=C1)C1=C(C=NO1)C(=O)N1CCC(CC1)(C#N)C1=CC=CC=C1 (1-{[5-(4-Methylphenyl)isoxazol-4-yl]carbonyl}-4-phenylpiperidine-4-carbonitrile). RXN SMILES: [CH3:1][C:2]1[CH:7]=[CH:6][C:5]([C:8]2[O:12][N:11]=[CH:10][C:9]=2[C:13](Cl)=[O:14])=[CH:4][CH:3]=1.[C:16]1([C:22]2([C:28]#[N:29])[CH2:27][CH2:26][NH:25][CH2:24][CH2:23]2)[CH:21]=[CH:20][CH:19]=[CH:18][CH:17]=1>ClCCl>[CH3:1][C:2]1[CH:7]=[CH:6][C:5]([C:8]2[O:12][N:11]=[CH:10][C:9]=2[C:13]([N:25]2[CH2:24][CH2:23][C:22]([C:16]3[CH:21]=[CH:20][CH:19]=[CH:18][CH:17]=3)([C:28]#[N:29])[CH2:27][CH2:26]2)=[O:14])=[CH:4][CH:3]=1. Reported procedure: To 5-(4-methylphenyl)isoxazole-4-carbonyl chloride (10 mg, 0.045 mmol) in dichloromethane (1 mL) was added 4-phenylpiperidine-4-carbonitrile (10 mg, 0.054 mmol, 1.2 eq.), and the reaction mixture was stirred for 1 h. The solvent was removed, and the residue was purified by preparative reverse-phase HPLC to give the title compound. HRMS (ESI, pos. ion) m/z calcd for C23H21N3O2: 371.1634, found 371.1635. Starting materials: COC1=C(CN(S(=O)(=O)C2=C(C=C(C=C2F)O[C@@H]2[C@H](CCC2)C2=CC=NN2CC)F)C2=NC=NC=C2)C=CC(=C1)OC (N-(2,4-dimethoxybenzyl)-4-{[(1S*,2R*)-2-(1-ethyl-1H-pyrazol-5-yl)cyclopentyl]oxy}-2,6-difluoro-N-(pyrimidin-4-yl)benzenesulfonamide), C(C)[SiH](CC)CC (triethylsilane), FC(C(=O)O)(F)F (trifluoroacetic acid). Run in ClCCl (dichloromethane). Yields the product C(C)N1N=CC=C1[C@@H]1[C@H](CCC1)OC1=CC(=C(C(=C1)F)S(=O)(=O)NC1=NC=NC=C1)F (4-{[(1S*,2R*)-2-(1-Ethyl-1H-pyrazol-5-yl)cyclopentyl]oxy}-2,6-difluoro-N-(pyrimidin-4-yl)benzenesulfonamide). Yield: 87.3%. Reaction SMILES: COC1C=C(OC)C=CC=1C[N:6]([C:31]1[CH:36]=[CH:35][N:34]=[CH:33][N:32]=1)[S:7]([C:10]1[C:15]([F:16])=[CH:14][C:13]([O:17][C@H:18]2[CH2:22][CH2:21][CH2:20][C@@H:19]2[C:23]2[N:27]([CH2:28][CH3:29])[N:26]=[CH:25][CH:24]=2)=[CH:12][C:11]=1[F:30])(=[O:9])=[O:8].C([SiH](CC)CC)C.FC(F)(F)C(O)=O>ClCCl>[CH2:28]([N:27]1[C:23]([C@H:19]2[CH2:20][CH2:21][CH2:22][C@@H:18]2[O:17][C:13]2[CH:14]=[C:15]([F:16])[C:10]([S:7]([NH:6][C:31]3[CH:36]=[CH:35][N:34]=[CH:33][N:32]=3)(=[O:9])=[O:8])=[C:11]([F:30])[CH:12]=2)=[CH:24][CH:25]=[N:26]1)[CH3:29]. Procedure: The reaction and aftertreatment were conducted in the same manner as in Example 1b by using the N-(2,4-dimethoxybenzyl)-4-{[(1S*,2R*)-2-(1-ethyl-1H-pyrazol-5-yl)cyclopentyl]oxy}-2,6-difluoro-N-(pyrimidin-4-yl)benzenesulfonamide (231 mg, 0.385 mmol) prepared in Example 50a, triethylsilane (0.20 mL), trifluoroacetic acid (2.0 mL) and dichloromethane (2.0 mL), to yield the title compound (151 mg, 87%) as a colorless amorphous solid. The reactants are OC(=O)C(F)(F)F.N[C@H](CNC=1C=C(C(=NC1)C#N)NC1=NC(=CC(=C1)C)C)C (5-{[(2S)-2-aminopropyl]amino}-3-[(4,6-dimethylpyridin-2-yl)amino]pyridine-2-carbonitrile TFA salt), OO (hydrogen peroxide), [OH-].[Na+] (sodium hydroxide). Run in CS(=O)C (DMSO). Run at time 16 hour. Yields the product OC(=O)C(F)(F)F.N[C@H](CNC=1C=C(C(=NC1)C(=O)N)NC1=NC(=CC(=C1)C)C)C (5-{[(2S)-2-aminopropyl]amino}-3-[(4,6-dimethylpyridin-2-yl)amino]pyridine-2-carboxamide TFA salt). As a reaction SMILES: [OH:1][C:2]([C:4]([F:7])([F:6])[F:5])=[O:3].[NH2:8][C@@H:9]([CH3:29])[CH2:10][NH:11][C:12]1[CH:13]=[C:14]([NH:20][C:21]2[CH:26]=[C:25]([CH3:27])[CH:24]=[C:23]([CH3:28])[N:22]=2)[C:15]([C:18]#[N:19])=[N:16][CH:17]=1.OO.[OH-:32].[Na+]>CS(C)=O>[OH:3][C:2]([C:4]([F:7])([F:6])[F:5])=[O:1].[NH2:8][C@@H:9]([CH3:29])[CH2:10][NH:11][C:12]1[CH:13]=[C:14]([NH:20][C:21]2[CH:26]=[C:25]([CH3:27])[CH:24]=[C:23]([CH3:28])[N:22]=2)[C:15]([C:18]([NH2:19])=[O:32])=[N:16][CH:17]=1 |f:0.1,3.4,6.7|. Reported procedure: To a solution of 5-{[(2S)-2-aminopropyl]amino}-3-[(4,6-dimethylpyridin-2-yl)amino]pyridine-2-carbonitrile TFA salt (166 mg, 0.404 mmol) in DMSO (3 ml) were added hydrogen peroxide (35% aqueous solution, 0.053 ml, 0.61 mmol) and sodium hydroxide (4.0 M aqueous solution, 0.32 mL, 1.3 mmol) at 20° C. After 16 hour, the reaction mixture was purified directly by reverse phase HPLC (acetonitrile/water with 0.1% TFA) to give 5-{[(2S)-2-aminopropyl]amino}-3-[(4,6-dimethylpyridin-2-yl)amino]pyridine-2-ca... The reactants are C[C@H](CCC(=O)O)[C@H]1CC[C@@H]2[C@@]1([C@H](C[C@H]3[C@H]2CC[C@H]4[C@@]3(CC[C@H](C4)O)C)O)C (deoxycholic acid). The solvent is C(=O)O (formic acid). Conditions: temperature 15 celsius, time 2 hour. Yields the product O[C@H]1CC2CC[C@H]3[C@@H]4CC[C@H]([C@@H](CCC(=O)O)C)[C@]4([C@H](C[C@@H]3[C@]2(CC1)C)O)C (3α,12α-dihydroxycholanic acid). Isolated yield 103.2%. Reaction SMILES: [CH3:1][C@@H:2]([C@@H:8]1[C@@:12]2([CH3:28])[C@@H:13]([OH:27])[CH2:14][C@@H:15]3[C@@:20]4([CH3:26])[CH2:21][CH2:22][C@@H:23]([OH:25])[CH2:24][C@H:19]4[CH2:18][CH2:17][C@H:16]3[C@@H:11]2[CH2:10][CH2:9]1)[CH2:3][CH2:4][C:5]([OH:7])=[O:6]>C(O)=O>[OH:25][C@@H:23]1[CH2:22][CH2:21][C@@:20]2([CH3:26])[CH:19]([CH2:18][CH2:17][C@@H:16]3[C@@H:15]2[CH2:14][C@H:13]([OH:27])[C@@:12]2([CH3:28])[C@H:11]3[CH2:10][CH2:9][C@@H:8]2[C@H:2]([CH3:1])[CH2:3][CH2:4][C:5]([OH:7])=[O:6])[CH2:24]1. Procedure: A dispersion of deoxycholic acid (1030 g; 2.63 mol) in 98% formic acid (3.72 l) was heated at 60°-70° with stirring for 2 hr. The resulting solution was allowed to cool slowly and was then left at room temperature overnight. It was then concentrated by distillation in vacuo at 40°. After 2 liters of distillate was collected, crystallization began to occur and the mixture was cooled to 15° C. The solids were then collected by filtration, washed with cold formic acid (400 ml) and dried to give 106...